Dataset: the Open Reaction Database (ORD), a public repository of structured organic reaction records. Task: describe an organic reaction: reactants, conditions, products, and yield Reactants: FC1=CC=C(C=C1)C1=C(C=NN1C)/C=C/C(=O)NC1=CC=C(C=C1)CSC ((2E)-3-[5-(4-fluorophenyl)-1-methyl-1H-pyrazol-4-yl]-N-{4-[(methylthio)methyl]phenyl}acrylamide), ClC1=CC(=CC=C1)C(=O)OO (m-chloroperbenzoic acid), S(=O)([O-])[O-].[Na+].[Na+] (sodium sulfite). Run in O1CCCC1 (tetrahydrofuran). Conditions: temperature 0 celsius, time 20 minute. The product is FC1=CC=C(C=C1)C1=C(C=NN1C)/C=C/C(=O)NC1=CC=C(C=C1)CS(=O)(=O)C ((2E)-3-[5-(4-fluorophenyl)-1-methyl-1H-pyrazol-4-yl]-N-(4-[(methylsulfonyl) methyl]phenyl)acrylamide). Isolated yield 75.0%. As a reaction SMILES: [F:1][C:2]1[CH:7]=[CH:6][C:5]([C:8]2[N:12]([CH3:13])[N:11]=[CH:10][C:9]=2/[CH:14]=[CH:15]/[C:16]([NH:18][C:19]2[CH:24]=[CH:23][C:22]([CH2:25]SC)=[CH:21][CH:20]=2)=[O:17])=[CH:4][CH:3]=1.Cl[C:29]1C=CC=C(C(OO)=O)C=1.[S:39]([O-:42])([O-])=[O:40].[Na+].[Na+]>O1CCCC1>[F:1][C:2]1[CH:3]=[CH:4][C:5]([C:8]2[N:12]([CH3:13])[N:11]=[CH:10][C:9]=2/[CH:14]=[CH:15]/[C:16]([NH:18][C:19]2[CH:20]=[CH:21][C:22]([CH2:25][S:39]([CH3:29])(=[O:42])=[O:40])=[CH:23][CH:24]=2)=[O:17])=[CH:6][CH:7]=1 |f:2.3.4|. Procedure: A mixture of (2E)-3-[5-(4-fluorophenyl)-1-methyl-1H-pyrazol-4-yl]-N-{4-[(methylthio)methyl]phenyl}acrylamide (600 mg), m-chloroperbenzoic acid (780 mg) and tetrahydrofuran (50 mL) was stirred at 0° C. for 20 min. A saturated aqueous sodium sulfite solution was added to the reaction mixture, and the mixture was further stirred for 10 min. and extracted with ethyl acetate. The ethyl acetate layer was washed with saturated aqueous sodium hydrogen carbonate, and then with saturated brine, dried (MgS... The reactants are Cl.O1CCOCC1 (hydrochloric acid dioxane), NC1=CC(=C(C=C1)C1N(CCC1)C(=O)OC(C)(C)C)F (t-butyl 2-(4-amino-2-fluoro-phenyl)-pyrrolidine-1-carboxylate). Run in C(C)(=O)OCC (ethyl acetate), CO (methanol). Conditions: time 8 hour. The product is Cl.Cl.FC=1C=C(C=CC1C1NCCC1)N ((3-fluoro-4-pyrrolidin-2-ylphenyl)amine dihydrochloride). As a reaction SMILES: [ClH:1].O1CCOCC1.[NH2:8][C:9]1[CH:14]=[CH:13][C:12]([CH:15]2[CH2:19][CH2:18][CH2:17][N:16]2C(OC(C)(C)C)=O)=[C:11]([F:27])[CH:10]=1>C(OCC)(=O)C.CO>[ClH:1].[ClH:1].[F:27][C:11]1[CH:10]=[C:9]([NH2:8])[CH:14]=[CH:13][C:12]=1[CH:15]1[CH2:19][CH2:18][CH2:17][NH:16]1 |f:0.1,5.6.7|. Procedure: 100 ml of 4 N hydrochloric acid-dioxane solution was added to a solution of 19 g of t-butyl 2-(4-amino-2-fluoro-phenyl)-pyrrolidine-1-carboxylate obtained in Example 338 (step 2) in a mixture of 50 ml of ethyl acetate and 50 ml of methanol, with cooling with ice, and the reaction liquid was stirred overnight at room temperature. The solvent was evaporated away under educed pressure to obtain the entitled compound as a white solid. Reported procedure: (3-Amino-4-methoxy-phenyl)-(4-methyl-piperazin-1-yl)-methanone was prepared in an analogous fashion to [(S)-1-(4-Amino-3-methoxy-phenyl)-piperidin-3-yl]-(4-methyl-piperazin-1-yl)-methanone of Example 460c replacing [(S)-1-(3-Methoxy-4-nitro-phenyl)-piperidin-3-yl]-(4-methyl-piperazin-1-yl)-methanone with (4-Methoxy-3-nitro-phenyl)-(4-methyl-piperazin-1-yl)-methanone. LC/MS (E/I+) 250.08 (M+H). Yields the product NC=1C=C(C=CC1OC)C(=O)N1CCN(CC1)C ((3-Amino-4-methoxy-phenyl)-(4-methyl-piperazin-1-yl)-methanone). As a reaction SMILES: NC1C=CC(N2CCC[C@H](C(N3CCN(C)CC3)=O)C2)=CC=1OC.[CH3:25][O:26][C:27]1[CH:32]=[CH:31][C:30]([C:33]([N:35]2[CH2:40][CH2:39][N:38]([CH3:41])[CH2:37][CH2:36]2)=[O:34])=[CH:29][C:28]=1[N+:42]([O-])=O>>[NH2:42][C:28]1[CH:29]=[C:30]([C:33]([N:35]2[CH2:40][CH2:39][N:38]([CH3:41])[CH2:37][CH2:36]2)=[O:34])[CH:31]=[CH:32][C:27]=1[O:26][CH3:25]. Starting materials: NC1=C(C=C(C=C1)N1C[C@H](CCC1)C(=O)N1CCN(CC1)C)OC ([(S)-1-(4-Amino-3-methoxy-phenyl)-piperidin-3-yl]-(4-methyl-piperazin-1-yl)-methanone), COC1=C(C=C(C=C1)C(=O)N1CCN(CC1)C)[N+](=O)[O-] ((4-Methoxy-3-nitro-phenyl)-(4-methyl-piperazin-1-yl)-methanone). The reactants are C(C)N1C(=O)C=C(C2=CC=CC=C12)O (1-ethyl-4-hydroxy carbostyril), [N+](=O)(O)[O-] (nitric acid). Run in C(C)(=O)O (acetic acid). Reaction conditions: temperature 100 celsius. Product: C(C)N1C(=O)C(=C(C2=CC=CC=C12)O)[N+](=O)[O-] (1-Ethyl-4-hydroxy-3-nitro carbostyril). Reaction SMILES: [CH2:1]([N:3]1[C:13]2[C:8](=[CH:9][CH:10]=[CH:11][CH:12]=2)[C:7]([OH:14])=[CH:6][C:4]1=[O:5])[CH3:2].[N+:15]([O-])([OH:17])=[O:16]>C(O)(=O)C>[CH2:1]([N:3]1[C:13]2[C:8](=[CH:9][CH:10]=[CH:11][CH:12]=2)[C:7]([OH:14])=[C:6]([N+:15]([O-:17])=[O:16])[C:4]1=[O:5])[CH3:2]. Reported procedure: A suspension of 1-ethyl-4-hydroxy carbostyril (1.09 g; 0.00575 mole) in glacial acetic acid (5 ml) was swirled during the rapid addition of concentrated nitric acid (1.25 ml; d 1.42) and the dark liquid heated for 5 minutes at 100° C. The yellow solid which separated on cooling was filtered off and washed well with ethanol m.p. 154°-5° C (decomp). (Found; C, 56.54; H, 4.52; N, 11.56; C11H10N2O4 requires; C, 56.41; H, 4.30, N, 11.96%). Starting materials: NC=1C=C(C=CC1Cl)C1=NC(=NO1)C=1OC=CC1 (5-(3-amino-4-chlorophenyl)-3-(2-furanyl)-1,2,4-oxadiazole), C([O-])([O-])=O.[K+].[K+] (potassium carbonate), C1(=CC=CC=C1)OC(=O)Cl (phenylchloroformate). Solvent: O1CCOCC1 (dioxane). The product is ClC1=C(C=C(C=C1)C1=NC(=NO1)C=1OC=CC1)NC(OC1=CC=CC=C1)=O ([2-Chloro-5-[3 -(2-furanyl)-1,2,4-oxadiazol-5-yl]phenyl]carbamic acid, phenyl ester). Reaction SMILES: [NH2:1][C:2]1[CH:3]=[C:4]([C:9]2[O:13][N:12]=[C:11]([C:14]3[O:15][CH:16]=[CH:17][CH:18]=3)[N:10]=2)[CH:5]=[CH:6][C:7]=1[Cl:8].C(=O)([O-])[O-].[K+].[K+].[C:25]1([O:31][C:32](Cl)=[O:33])[CH:30]=[CH:29][CH:28]=[CH:27][CH:26]=1>O1CCOCC1>[Cl:8][C:7]1[CH:6]=[CH:5][C:4]([C:9]2[O:13][N:12]=[C:11]([C:14]3[O:15][CH:16]=[CH:17][CH:18]=3)[N:10]=2)=[CH:3][C:2]=1[NH:1][C:32](=[O:33])[O:31][C:25]1[CH:30]=[CH:29][CH:28]=[CH:27][CH:26]=1 |f:1.2.3|. Reported procedure: To a mixture of 5-(3-amino-4-chlorophenyl)-3-(2-furanyl)-1,2,4-oxadiazole (0.75 and 0.58 g of potassium carbonate in 30 ml of dioxane is added 0.94 g of phenylchloroformate. The resulting mixture is heated at reflux for 2 hours and concentrated to dryness. 50 ml of water is added to the residue and the mixture extracted three times with chloroform. The extracts are dried over magnesium sulfate, filtered and concentrated. The residue is recrystallized from benzene to yield 0.62 g of the title com... The reactants are OCc1cccc(Cc2ccccc2)c1, CCOCC, ClC(Cl)(Br)C(Cl)(Cl)Br, c1ccc(P(c2ccccc2)c2ccccc2)cc1. Product: BrCc1cccc(Cc2ccccc2)c1. Reaction SMILES: [CH2:1]([c:2]1[cH:3][cH:4][cH:5][cH:6][cH:7]1)[c:8]1[cH:9][c:10]([CH2:11][OH:12])[cH:13][cH:14][cH:15]1.[CH3:43][CH2:44][O:45][CH2:46][CH3:47].[Cl:16][C:17]([Cl:18])([Br:20])[C:21]([Br:19])([Cl:22])[Cl:23].[c:24]1([P:25]([c:26]2[cH:27][cH:28][cH:29][cH:30][cH:31]2)[c:32]2[cH:33][cH:34][cH:35][cH:36][cH:37]2)[cH:38][cH:39][cH:40][cH:41][cH:42]1>>[CH2:1]([c:2]1[cH:3][cH:4][cH:5][cH:6][cH:7]1)[c:8]1[cH:9][c:10]([CH2:11][Br:19])[cH:13][cH:14][cH:15]1.